This data is from the Open Reaction Database (ORD), a public repository of structured organic reaction records. The task is: describe an organic reaction: reactants, conditions, products, and yield Procedure details: Beginning with 7-(benzyloxy)indole-3-glyoxylic acid methyl ester and 2-(5,6-dihydro-4H-pyrrolo[3,2,1-ij]quinolin-1-yl)-acetamide, the title compound was prepared essentially as described in Example 1. Starting materials: COC(C(=O)C1=CNC2=C(C=CC=C12)OCC1=CC=CC=C1)=O (7-(benzyloxy)indole-3-glyoxylic acid methyl ester), C1(=CN2CCCC3=CC=CC1=C23)CC(=O)N (2-(5,6-dihydro-4H-pyrrolo[3,2,1-ij]quinolin-1-yl)-acetamide). The product is C(C1=CC=CC=C1)OC=1C=CC=C2C(=CNC12)C=1C(NC(C1C1=CN2CCCC3=CC=CC1=C23)=O)=O (3-(7-Benzyloxy-1H-indol-3-yl)-4-(5,6-dihydro-4H-pyrrolo [3,2,1-ij]quinolin-1-yl)-pyrrole-2,5-dione). Reaction SMILES: CO[C:3](=[O:23])[C:4]([C:6]1[C:14]2[C:9](=[C:10]([O:15][CH2:16][C:17]3[CH:22]=[CH:21][CH:20]=[CH:19][CH:18]=3)[CH:11]=[CH:12][CH:13]=2)[NH:8][CH:7]=1)=O.[C:24]1([CH2:36][C:37]([NH2:39])=[O:38])[C:34]2=[C:35]3[C:30](=[CH:31][CH:32]=[CH:33]2)[CH2:29][CH2:28][CH2:27][N:26]3[CH:25]=1>>[CH2:16]([O:15][C:10]1[CH:11]=[CH:12][CH:13]=[C:14]2[C:9]=1[NH:8][CH:7]=[C:6]2[C:4]1[C:3](=[O:23])[NH:39][C:37](=[O:38])[C:36]=1[C:24]1[C:34]2=[C:35]3[C:30](=[CH:31][CH:32]=[CH:33]2)[CH2:29][CH2:28][CH2:27][N:26]3[CH:25]=1)[C:17]1[CH:18]=[CH:19][CH:20]=[CH:21][CH:22]=1. The reactants are IC=1N=CN(C1)C(C1=CC=CC=C1)(C1=CC=CC=C1)C1=CC=CC=C1 (4-Iodo-1-trityl-1 H-imidazole), ClC1=CC=C(C=C1)C1CC12C(NC1=CC=CC=C21)=O (racemic (1S,2R)-2-(4-chlorophenyl)spiro[cyclopropane-1,3′-indolin]-2′-one), C([O-])([O-])=O.[K+].[K+] (Potassium carbonate), CN(CCN)C (N,N-dimethylethylenediamine). The reagents and catalysts are [Cu]I (copper (I) iodide). The solvent is C(C)#N (acetonitrile). Reaction conditions: temperature 40 celsius, time 21 hour. Product: ClC1=CC=C(C=C1)[C@@H]1C[C@@]12C(N(C1=CC=CC=C21)C=2N=CN(C2)C(C2=CC=CC=C2)(C2=CC=CC=C2)C2=CC=CC=C2)=O ((1R,2S)-2-(4-chlorophenyl)-1′-(1-trityl-1 H-imidazol-4-yl)spiro[cyclopropane-1,3′-indolin]-2′-one). Reaction SMILES: I[C:2]1[N:3]=[CH:4][N:5]([C:7]([C:20]2[CH:25]=[CH:24][CH:23]=[CH:22][CH:21]=2)([C:14]2[CH:19]=[CH:18][CH:17]=[CH:16][CH:15]=2)[C:8]2[CH:13]=[CH:12][CH:11]=[CH:10][CH:9]=2)[CH:6]=1.[Cl:26][C:27]1[CH:32]=[CH:31][C:30]([CH:33]2[C:35]3([C:43]4[C:38](=[CH:39][CH:40]=[CH:41][CH:42]=4)[NH:37][C:36]3=[O:44])[CH2:34]2)=[CH:29][CH:28]=1.C(=O)([O-])[O-].[K+].[K+].CN(C)CCN>C(#N)C.[Cu]I>[Cl:26][C:27]1[CH:28]=[CH:29][C:30]([C@H:33]2[C@@:35]3([C:43]4[C:38](=[CH:39][CH:40]=[CH:41][CH:42]=4)[N:37]([C:2]4[N:3]=[CH:4][N:5]([C:7]([C:8]5[CH:13]=[CH:12][CH:11]=[CH:10][CH:9]=5)([C:20]5[CH:21]=[CH:22][CH:23]=[CH:24][CH:25]=5)[C:14]5[CH:15]=[CH:16][CH:17]=[CH:18][CH:19]=5)[CH:6]=4)[C:36]3=[O:44])[CH2:34]2)=[CH:31][CH:32]=1 |f:2.3.4|. Reported procedure: 4-Iodo-1-trityl-1 H-imidazole (210 mg, 0.48 mmol) was added to a suspension of racemic (1S,2R)-2-(4-chlorophenyl)spiro[cyclopropane-1,3′-indolin]-2′-one (107 mg, 0.4 mmol) in acetonitrile (2 mL) under a nitrogen atmosphere. A steady stream of nitrogen was bubbled through the suspension as it was heated to 40° C. over 15 minutes. Potassium carbonate (110 mg, 0.8 mmol), copper (I) iodide (12 mg, 15 mol %), and N,N-dimethylethylenediamine (0.12 mmol, 30 mol %) were added and the reaction mixture wa... Reactants: ClC=1C(=C(C=O)C=CC1)F (3-chloro-2-fluorobenzaldehyde), C(=C)[Mg]Br (vinyl magnesium bromide). Run in C1CCOC1 (THF). Run at temperature 0 celsius, time 2 hour. Product: ClC=1C(=C(C=CC1)C(C=C)O)F (1-(3-Chloro-2-fluorophenyl)prop-2-en-1-ol). Reaction SMILES: [Cl:1][C:2]1[C:3]([F:10])=[C:4]([CH:7]=[CH:8][CH:9]=1)[CH:5]=[O:6].[CH:11]([Mg]Br)=[CH2:12]>C1COCC1>[Cl:1][C:2]1[C:3]([F:10])=[C:4]([CH:5]([OH:6])[CH:11]=[CH2:12])[CH:7]=[CH:8][CH:9]=1. Procedure details: A solution of 3-chloro-2-fluorobenzaldehyde (2.36 g, 14.88 mmol) in THF (29.8 mL) was cooled down to −78° C. under argon. To the solution was added vinyl magnesium bromide (1 M in THF) (20 mL, 20.00 mmol) via syringe pump over 30 min, while stirring was continued at −78° C. After 2 h, the reaction mixture was warmed to 0° C., quenched with 1 N HCl and adjusted the pH to 4. The aqueous layer was extracted with EtOAc (2×), and the combined organic layers were washed with brine and dried over MgSO4...